This data is from the Open Reaction Database (ORD), a public repository of structured organic reaction records. The task is: describe an organic reaction: reactants, conditions, products, and yield The reactants are Cl.CCOCC (HCl ether), O.NC1CCN(CC1)CCC1=CNC2=CC=CC=C12 (3-[2-(4-Aminopiperidyl)ethyl]indole, hydrate), C1(=CC(=CC=C1)N=C=O)C (3-tolyl isocyanate). Yields the product N1C=C(C2=CC=CC=C12)CCN1CCC(CC1)NC(=O)NC=1C=C(C=CC1)C (1-[1-(2-[3-Indolyl]ethyl)piperid-4-yl]-3-[3-tolyl]urea). Isolated yield 83.2%. As a reaction SMILES: O.[NH2:2][CH:3]1[CH2:8][CH2:7][N:6]([CH2:9][CH2:10][C:11]2[C:19]3[C:14](=[CH:15][CH:16]=[CH:17][CH:18]=3)[NH:13][CH:12]=2)[CH2:5][CH2:4]1.[C:20]1([CH3:29])[CH:25]=[CH:24][CH:23]=[C:22]([N:26]=[C:27]=[O:28])[CH:21]=1.Cl.CCOCC>>[NH:13]1[C:14]2[C:19](=[CH:18][CH:17]=[CH:16][CH:15]=2)[C:11]([CH2:10][CH2:9][N:6]2[CH2:7][CH2:8][CH:3]([NH:2][C:27]([NH:26][C:22]3[CH:21]=[C:20]([CH3:29])[CH:25]=[CH:24][CH:23]=3)=[O:28])[CH2:4][CH2:5]2)=[CH:12]1 |f:0.1,3.4|. Procedure: Condensation of 3-[2-(4-Aminopiperidyl)ethyl]indole, hydrate (1.31 g.) and 3-tolyl isocyanate (0.70 g., 5% excess) in the manner of Example 1 gave the crude title compound (1.70 g.) from which was obtained a pure hydrochloride (1.57 g., m.p. 228.9°, dec.) by treatment with ethanolic HCl/ether. The reactants are 60.5, ClCCCN1C(N(C2=C1C=CC=C2)C(C)C)=O (1-(3-chloropropyl)-1,3-dihydro-3-(1-methylethyl)-2H-benzimidazol-2-one), C1(=CC=CC=C1)CN1CCNCC1 (1-(phenylmethyl)piperazine), C([O-])([O-])=O.[Na+].[Na+] (sodium carbonate), [I-].[K+] (potassium iodide). The solvent is CC(CC(C)=O)C (4-methyl-2-pentanone), O (water), O (water). Yields the product CC(=C)N1C(N(C2=C1C=CC=C2)CCCN2CCN(CC2)CC2=CC=CC=C2)=O (1,3-dihydro-1-(1-methylethenyl)-3-{3-[4-(phenylmethyl)-1-piperazinyl]propyl}-2H-benzimidazol-2-one). Reaction SMILES: Cl[CH2:2][CH2:3][CH2:4][N:5]1[C:9]2[CH:10]=[CH:11][CH:12]=[CH:13][C:8]=2[N:7]([CH:14]([CH3:16])[CH3:15])[C:6]1=[O:17].[C:18]1([CH2:24][N:25]2[CH2:30][CH2:29][NH:28][CH2:27][CH2:26]2)[CH:23]=[CH:22][CH:21]=[CH:20][CH:19]=1.C(=O)([O-])[O-].[Na+].[Na+].[I-].[K+]>O.CC(C)CC(=O)C>[CH3:15][C:14]([N:7]1[C:8]2[CH:13]=[CH:12][CH:11]=[CH:10][C:9]=2[N:5]([CH2:4][CH2:3][CH2:2][N:28]2[CH2:29][CH2:30][N:25]([CH2:24][C:18]3[CH:19]=[CH:20][CH:21]=[CH:22][CH:23]=3)[CH2:26][CH2:27]2)[C:6]1=[O:17])=[CH2:16] |f:2.3.4,5.6|. Procedure: A mixture of 60.5 parts of 1-(3-chloropropyl)-1,3-dihydro-3-(1-methylethyl)-2H-benzimidazol-2-one, 31.68 parts of 1-(phenylmethyl)piperazine, 21.2 parts of sodium carbonate, 0.1 parts of potassium iodide and 400 parts of 4-methyl-2-pentanone is stirred and refluxed for 20 hours with water-separator. The reaction mixture is cooled, water is added and the layers are separated. The organic phase is dried, filtered and evaporated, yielding 1,3-dihydro-1-(1-methylethenyl)-3-{3-[4-(phenylmethyl)-1-pip... The reactants are C1CCNCC1, CS(C)=O, Cc1onc(-c2ccccc2)c1-c1nnc(-c2ccc(F)cc2)o1. Yields the product Cc1onc(-c2ccccc2)c1-c1nnc(-c2ccc(N3CCCCC3)cc2)o1. Reaction SMILES: [CH2:25]1[CH2:26][CH2:27][NH:28][CH2:29][CH2:30]1.[CH3:31][S:32]([CH3:33])=[O:34].[F:1][c:2]1[cH:3][cH:4][c:5](-[c:8]2[o:9][c:10](-[c:13]3[c:14](-[c:19]4[cH:20][cH:21][cH:22][cH:23][cH:24]4)[n:15][o:16][c:17]3[CH3:18])[n:11][n:12]2)[cH:6][cH:7]1>>[c:2]1([N:28]2[CH2:27][CH2:26][CH2:25][CH2:30][CH2:29]2)[cH:3][cH:4][c:5](-[c:8]2[o:9][c:10](-[c:13]3[c:14](-[c:19]4[cH:20][cH:21][cH:22][cH:23][cH:24]4)[n:15][o:16][c:17]3[CH3:18])[n:11][n:12]2)[cH:6][cH:7]1. Reactants: C1(=CC=CC=C1)NNC=O (N'-phenylformohydrazide), [H-].[Al+3].[Li+].[H-].[H-].[H-] (lithium aluminium hydride). Solvent: O1CCCC1 (tetrahydrofuran), O1CCCC1 (tetrahydrofuran), CCOCC (ether). Product: CNNC1=CC=CC=C1 (1-methyl-2-phenylhydrazine). Isolated yield 76.3%. RXN SMILES: [C:1]1([NH:7][NH:8][CH:9]=O)[CH:6]=[CH:5][CH:4]=[CH:3][CH:2]=1.[H-].[Al+3].[Li+].[H-].[H-].[H-]>O1CCCC1.CCOCC>[CH3:9][NH:8][NH:7][C:1]1[CH:6]=[CH:5][CH:4]=[CH:3][CH:2]=1 |f:1.2.3.4.5.6|. Reported procedure: A solution of N'-phenylformohydrazide (20.59 g) in dry tetrahydrofuran (750 ml) was added dropwise under nitrogen to a stirred suspension of lithium aluminium hydride (10 g) in dry tetrahydrofuran (200 ml), then the mixture was stirred and heated under reflux for 4 hours. The mixture was quenched by the slow dropwise addition of water (10 ml), followed by 5M aqueous sodium hydroxide solution (10 ml), then water (20 ml), then it was filtered, dried (MgSO4) and the solvent removed in vacuo to yiel...